Dataset: the Open Reaction Database (ORD), a public repository of structured organic reaction records. Task: describe an organic reaction: reactants, conditions, products, and yield Reactants: Cc1nc2ccccc2n1C1CC2CCC(C1)N2CCC1(c2ccccc2)CCNCC1, Cc1ccnc2c(C(=O)O)cccc12, Cl, Cl. The product is Cc1ccnc2c(C(=O)N3CCC(CCN4C5CCC4CC(n4c(C)nc6ccccc64)C5)(c4ccccc4)CC3)cccc12. RXN SMILES: [CH3:17][c:18]1[n:19][c:20]2[c:21]([n:22]1[CH:23]1[CH2:24][CH:25]3[CH2:26][CH2:27][CH:28]([CH2:29]1)[N:30]3[CH2:31][CH2:32][C:33]1([c:39]3[cH:40][cH:41][cH:42][cH:43][cH:44]3)[CH2:34][CH2:35][NH:36][CH2:37][CH2:38]1)[cH:45][cH:46][cH:47][cH:48]2.[CH3:1][c:2]1[cH:3][cH:4][n:5][c:6]2[c:7]([C:12](=[O:13])[OH:14])[cH:8][cH:9][cH:10][c:11]12.[ClH:15].[ClH:16]>>[CH3:1][c:2]1[cH:3][cH:4][n:5][c:6]2[c:7]([C:12](=[O:14])[N:36]3[CH2:35][CH2:34][C:33]([CH2:32][CH2:31][N:30]4[CH:25]5[CH2:24][CH:23]([n:22]6[c:18]([CH3:17])[n:19][c:20]7[c:21]6[cH:45][cH:46][cH:47][cH:48]7)[CH2:29][CH:28]4[CH2:27][CH2:26]5)([c:39]4[cH:40][cH:41][cH:42][cH:43][cH:44]4)[CH2:38][CH2:37]3)[cH:8][cH:9][cH:10][c:11]12. Reactants: CCOC(=O)c1cn(-c2ccc3c(c2)CCC3)c2nc(S(=O)(=O)CC)ncc2c1=O, Nc1ccc(CCS(=O)(=O)N2CCOCC2)cc1. Product: CCOC(=O)c1cn(-c2ccc3c(c2)CCC3)c2nc(Nc3ccc(CCS(=O)(=O)N4CCOCC4)cc3)ncc2c1=O. Reaction SMILES: [CH2:19]([CH3:20])[O:21][C:22](=[O:23])[c:24]1[c:25](=[O:48])[c:26]2[c:27]([n:28][c:29]([S:32]([CH2:33][CH3:34])(=[O:35])=[O:36])[n:30][cH:31]2)[n:37](-[c:39]2[cH:40][c:41]3[c:45]([cH:46][cH:47]2)[CH2:44][CH2:43][CH2:42]3)[cH:38]1.[O:1]1[CH2:2][CH2:3][N:4]([S:7](=[O:8])(=[O:9])[CH2:10][CH2:11][c:12]2[cH:13][cH:14][c:15]([NH2:18])[cH:16][cH:17]2)[CH2:5][CH2:6]1>>[O:1]1[CH2:2][CH2:3][N:4]([S:7](=[O:8])(=[O:9])[CH2:10][CH2:11][c:12]2[cH:13][cH:14][c:15]([NH:18][c:29]3[n:28][c:27]4[c:26]([c:25](=[O:48])[c:24]([C:22]([O:21][CH2:19][CH3:20])=[O:23])[cH:38][n:37]4-[c:39]4[cH:40][c:41]5[c:45]([cH:46][cH:47]4)[CH2:44][CH2:43][CH2:42]5)[cH:31][n:30]3)[cH:16][cH:17]2)[CH2:5][CH2:6]1. The reactants are C(C)(C)(C)C1=CC=C(C=C1)N1CCNCC1 (N-(4-tert-butylphenyl)-piperazine). The product is C(C)(C)(C)C1CCC(CC1)N1CCNCC1 (N-(4-Tert-butylcyclohexyl)-piperazine). Reagents/catalysts: [Ru](=O)=O (ruthenium(IV) oxide). RXN SMILES: [C:1]([C:5]1[CH:10]=[CH:9][C:8]([N:11]2[CH2:16][CH2:15][NH:14][CH2:13][CH2:12]2)=[CH:7][CH:6]=1)([CH3:4])([CH3:3])[CH3:2]>O1CCOCC1.[Ru](=O)=O>[C:1]([CH:5]1[CH2:6][CH2:7][CH:8]([N:11]2[CH2:16][CH2:15][NH:14][CH2:13][CH2:12]2)[CH2:9][CH2:10]1)([CH3:4])([CH3:2])[CH3:3]. Run in O1CCOCC1 (dioxane). Procedure: 90 g (0.41 mole) of N-(4-tert-butylphenyl)-piperazine in 1.6 l of dioxane are hydrogenated over 5 g of ruthenium(IV) oxide at 130° C. and under 150 bar for 74 hours. Working up in the usual manner gives a white solid.